From a dataset of the Open Reaction Database (ORD), a public repository of structured organic reaction records. describe an organic reaction: reactants, conditions, products, and yield Starting materials: Cl (HCl), FC1(CCOCC1)CO ((4-fluorotetrahydro-2H-pyran-4-yl)methanol), [H-].[Na+] (sodium hydride), ClC=1C=C(C=CC1F)S(=O)(=O)N (3-Chloro-4-fluorobenzenesulfonamide). Run in ClCCl (dichloromethane), O1CCCC1 (tetrahydrofuran), CN(C=O)C (N,N-dimethylformamide), O1CCCC1 (tetrahydrofuran). Conditions: time 15 minute. Yields the product ClC=1C=C(C=CC1OCC1(CCOCC1)F)S(=O)(=O)N (3-chloro-4-((4-fluorotetrahydro-2H-pyran-4-yl)methoxy)benzenesulfonamide). Reaction SMILES: [F:1][C:2]1([CH2:8][OH:9])[CH2:7][CH2:6][O:5][CH2:4][CH2:3]1.[H-].[Na+].[Cl:12][C:13]1[CH:14]=[C:15]([S:20]([NH2:23])(=[O:22])=[O:21])[CH:16]=[CH:17][C:18]=1F.Cl>O1CCCC1.ClCCl.CN(C)C=O>[Cl:12][C:13]1[CH:14]=[C:15]([S:20]([NH2:23])(=[O:21])=[O:22])[CH:16]=[CH:17][C:18]=1[O:9][CH2:8][C:2]1([F:1])[CH2:7][CH2:6][O:5][CH2:4][CH2:3]1 |f:1.2|. Reported procedure: To a solution of EXAMPLE 296C (0.175 g) in tetrahydrofuran (5 ml) was added sodium hydride (0.209 g) and the reaction stirred at room temperature for 15 minutes. 3-Chloro-4-fluorobenzenesulfonamide (0.273 g) was added and the reaction stirred for 3 hours. To the thick suspension was added tetrahydrofuran (2 ml) and N,N-dimethylformamide (3 ml). The reaction was stirred for 3 hours at 60° C. then poured into dichloromethane (50 ml) and 1N aqueous HCl (50 ml). The organic layer was washed with bri...